This data is from the Open Reaction Database (ORD), a public repository of structured organic reaction records. The task is: describe an organic reaction: reactants, conditions, products, and yield The reactants are COC=1C=C2C(=NN(C2=CC1)CC=1C=CC2=C(C=C(O2)C=2SC=C(N2)C(C)(C)C)C1)C(=O)O (5-methoxy-1-{[2-(4-tert-butylthiazol-2-yl)benzofuran-5-yl]methyl}indazole-3-carboxylic acid), S(O)(O)(=O)=O (sulfuric acid), CO (methanol). Conditions: time 8 hour. Yields the product COC=1C=C2C(=NN(C2=CC1)CC=1C=CC2=C(C=C(O2)C=2SC=C(N2)C(C)(C)C)C1)C(=O)OC (methyl 5-methoxy-1-{[2-(4-tert-butylthiazol-2-yl)benzofuran-5-yl]methyl}indazole-3-carboxylate). As a reaction SMILES: [CH3:1][O:2][C:3]1[CH:4]=[C:5]2[C:9](=[CH:10][CH:11]=1)[N:8]([CH2:12][C:13]1[CH:14]=[CH:15][C:16]3[O:20][C:19]([C:21]4[S:22][CH:23]=[C:24]([C:26]([CH3:29])([CH3:28])[CH3:27])[N:25]=4)=[CH:18][C:17]=3[CH:30]=1)[N:7]=[C:6]2[C:31]([OH:33])=[O:32].S(=O)(=O)(O)O.[CH3:39]O>>[CH3:1][O:2][C:3]1[CH:4]=[C:5]2[C:9](=[CH:10][CH:11]=1)[N:8]([CH2:12][C:13]1[CH:14]=[CH:15][C:16]3[O:20][C:19]([C:21]4[S:22][CH:23]=[C:24]([C:26]([CH3:29])([CH3:28])[CH3:27])[N:25]=4)=[CH:18][C:17]=3[CH:30]=1)[N:7]=[C:6]2[C:31]([O:33][CH3:39])=[O:32]. Procedure: A mixture of 5-methoxy-1-{[2-(4-tert-butylthiazol-2-yl)benzofuran-5-yl]methyl}indazole-3-carboxylic acid (3.0 g) and concentrated sulfuric acid (0.3 ml) in methanol (30 ml) was stirred under reflux for 6 hours. After being cooled to room temperature and stored for overnight, the precipitate was collected by filtration and washed with isopropyletyl ether to give methyl 5-methoxy-1-{[2-(4-tert-butylthiazol-2-yl)benzofuran-5-yl]methyl}indazole-3-carboxylate. The reactants are COC[C@@H](COCC1=CC=C(C=C1)[C@H]1C[C@H](N(C[C@@H]1OCC=1C=CC2=C(N(CCO2)CCCOC)C1)S(=O)(=O)C1=CC=C(C=C1)C)CC=O)C ([(2S,4R,5R)-4-[4-((S)-3-methoxy-2-methyl-propoxymethyl)-phenyl]-5-[4-(3-methoxy-propyl)-3,4-dihydro-2H-benzo[1,4]oxazin-6-ylmethoxy]-1-(toluene-4-sulfonyl)-piperidin-2-yl]-acetaldehyde), C[Mg]Br (methyl magnesium bromide). The solvent is S(=O)(=O)(O)[O-].[K+] (potassium hydrogen sulfate), C1CCOC1 (THF). Conditions: time 1 hour. The product is COC[C@@H](COCC1=CC=C(C=C1)[C@H]1C[C@H](N(C[C@@H]1OCC=1C=CC2=C(N(CCO2)CCCOC)C1)S(=O)(=O)C1=CC=C(C=C1)C)CC(C)O)C (1-[(2S,4R,5R)-4-[4-((S)-3-Methoxy-2-methyl-propoxymethyl)-phenyl]-5-[4-(3-methoxy-propyl)-3,4-dihydro-2H-benzo[1,4]oxazin-6-ylmethoxy]-1-(toluene-4-sulfonyl)-piperidin-2-yl]-propan-2-ol). RXN SMILES: [CH3:1][O:2][CH2:3][C@H:4]([CH3:50])[CH2:5][O:6][CH2:7][C:8]1[CH:13]=[CH:12][C:11]([C@@H:14]2[C@@H:19]([O:20][CH2:21][C:22]3[CH:23]=[CH:24][C:25]4[O:30][CH2:29][CH2:28][N:27]([CH2:31][CH2:32][CH2:33][O:34][CH3:35])[C:26]=4[CH:36]=3)[CH2:18][N:17]([S:37]([C:40]3[CH:45]=[CH:44][C:43]([CH3:46])=[CH:42][CH:41]=3)(=[O:39])=[O:38])[C@H:16]([CH2:47][CH:48]=[O:49])[CH2:15]2)=[CH:10][CH:9]=1.[CH3:51][Mg]Br>C1COCC1.S([O-])(O)(=O)=O.[K+]>[CH3:1][O:2][CH2:3][C@H:4]([CH3:50])[CH2:5][O:6][CH2:7][C:8]1[CH:9]=[CH:10][C:11]([C@@H:14]2[C@@H:19]([O:20][CH2:21][C:22]3[CH:23]=[CH:24][C:25]4[O:30][CH2:29][CH2:28][N:27]([CH2:31][CH2:32][CH2:33][O:34][CH3:35])[C:26]=4[CH:36]=3)[CH2:18][N:17]([S:37]([C:40]3[CH:45]=[CH:44][C:43]([CH3:46])=[CH:42][CH:41]=3)(=[O:39])=[O:38])[C@H:16]([CH2:47][CH:48]([OH:49])[CH3:51])[CH2:15]2)=[CH:12][CH:13]=1 |f:3.4|. Reported procedure: To a stirred solution of 1.0 mmol of [(2S,4R,5R)-4-[4-((S)-3-methoxy-2-methyl-propoxymethyl)-phenyl]-5-[4-(3-methoxy-propyl)-3,4-dihydro-2H-benzo[1,4]oxazin-6-ylmethoxy]-1-(toluene-4-sulfonyl)-piperidin-2-yl]-acetaldehyde in 10 ml of THF are added 2.0 mmol of methyl magnesium bromide (3M in THF) at 0° C. The reaction mixture is allowed to warm to RT and stirred for 1 h, diluted with an aqueous solution of 1N potassium hydrogen sulfate and extracted with TBME. The organic phases are combined and ... Reactants: C(C1=CC=CC=C1)OC1=CC(=C(C2=CC=CC=C12)CCCl)NC(=O)C=1NC2=C(C(=C(C=C2C1)OC)OC)OC (2-[4-benzyloxy-2-(5,6,7-trimethoxyindole-2-carboxamido)naphthalen-1-yl]ethyl chloride). The reagents and catalysts are [Pd] (Pd/C). Run in C1CCOC1 (THF), C1CCOC1 (THF). Reaction conditions: time 8 hour. Yields the product ClCCC1=C(C=C(C2=CC=CC=C12)O)NC(=O)C=1NC2=C(C(=C(C=C2C1)OC)OC)OC (4-(2-chloroethyl)-3-(5,6,7-trimethoxyindole-2-carboxamido)-1-naphthol). Isolated yield 91.3%. RXN SMILES: C([O:8][C:9]1[C:18]2[C:13](=[CH:14][CH:15]=[CH:16][CH:17]=2)[C:12]([CH2:19][CH2:20][Cl:21])=[C:11]([NH:22][C:23]([C:25]2[NH:26][C:27]3[C:32]([CH:33]=2)=[CH:31][C:30]([O:34][CH3:35])=[C:29]([O:36][CH3:37])[C:28]=3[O:38][CH3:39])=[O:24])[CH:10]=1)C1C=CC=CC=1>C1COCC1.[Pd]>[Cl:21][CH2:20][CH2:19][C:12]1[C:13]2[C:18](=[CH:17][CH:16]=[CH:15][CH:14]=2)[C:9]([OH:8])=[CH:10][C:11]=1[NH:22][C:23]([C:25]1[NH:26][C:27]2[C:32]([CH:33]=1)=[CH:31][C:30]([O:34][CH3:35])=[C:29]([O:36][CH3:37])[C:28]=2[O:38][CH3:39])=[O:24]. Reported procedure: A solution of 2-[4-benzyloxy-2-(5,6,7-trimethoxyindole-2-carboxamido)naphthalen-1-yl]ethyl chloride (70 mg, 0.13 mmol) in THF (10 mL) was added to a suspension of 10% Pd/C (50 mg) in chilled THF (10 mL) and the suspension was hydrogenated under H2 atmosphere at room temperature overnight. The suspension was filtered over Celite and the filtrate was concentrated in reduced pressure. The residue was crystallized with diethylether to yield 4-(2-chloroethyl)-3-(5,6,7-trimethoxyindole-2-carboxamido)-...